Task: describe an organic reaction: reactants, conditions, products, and yield. Dataset: the Open Reaction Database (ORD), a public repository of structured organic reaction records The reactants are CO.C(Cl)Cl (MeOH DCM), I(=O)(=O)(=O)[O-].[Na+] (Sodium periodate), S1CCN(CC1)C1=CC=C(C=C1)N1C(O[C@H](C1)CNC(OC(C)(C)C)=O)=O ([[(5S)-3-[4-(tetrahydro-4H-1,4-thiazin-4-yl)phenyl]-2-oxo-5-oxazolidinyl]methyl]carbamic acid, 1,1-dimethylethyl ester). Run in O (H2O), CO (methanol), O (H2O). Conditions: temperature 4 celsius, time 20 hour. Product: O=S1CCN(CC1)C1=CC=C(C=C1)N1C(O[C@H](C1)CNC(OC(C)(C)C)=O)=O ([[(5S)-3-[4-(tetrahydro-1-oxido-4H-1,4-thiazin-4-yl)phenyl]-2-oxo-5-oxazolidinyl]methyl]carbamic acid, 1,1-dimethylethyl ester). As a reaction SMILES: I([O-])(=O)(=O)=O.[Na+].[S:7]1[CH2:12][CH2:11][N:10]([C:13]2[CH:18]=[CH:17][C:16]([N:19]3[CH2:23][C@H:22]([CH2:24][NH:25][C:26](=[O:32])[O:27][C:28]([CH3:31])([CH3:30])[CH3:29])[O:21][C:20]3=[O:33])=[CH:15][CH:14]=2)[CH2:9][CH2:8]1.C[OH:35].C(Cl)Cl>CO.O>[O:35]=[S:7]1[CH2:12][CH2:11][N:10]([C:13]2[CH:14]=[CH:15][C:16]([N:19]3[CH2:23][C@H:22]([CH2:24][NH:25][C:26](=[O:32])[O:27][C:28]([CH3:30])([CH3:29])[CH3:31])[O:21][C:20]3=[O:33])=[CH:17][CH:18]=2)[CH2:9][CH2:8]1 |f:0.1,3.4|. Procedure: Sodium periodate (1.7 g, 8.0 mmol) is added to a suspension of the product from Step 3 (3.0 g, 7.6 mmol) in 125 mL of 2:1 methanol:H2O. The mixture is stirred for 20 h at 4° C. in a cold room and then filtered to remove solids. The solids are washed with CHCl3 and the combined filtrate concentrated to give an aqueous solution that is diluted with H2O. This aqueous solution is extracted with five portions of CHCl3 and the combined organic extracts are dried (Na2SO4), filtered and concentrated to ... Starting materials: CC1(O[C@H]2[C@@H](O1)[C@@H](C[C@@H]2CO)NC2=CC=NC=1N2N=C(C1)B1OC(C(O1)(C)C)(C)C)C (((3aR,4R,6R,6aS)-2,2-dimethyl-6-{[2-(4,4,5,5-tetramethyl-1,3,2-dioxaborolan-2-yl)pyrazolo[1,5-a]pyrimidin-7-yl]amino}tetrahydro-3aH-cyclopenta[d][1,3]dioxol-4-yl)methanol), ClC1=CC=C(C2=CC=CC=C12)I (1-chloro-4-iodo-naphthalene), ClCCl (dichloromethane), C([O-])([O-])=O.[Cs+].[Cs+] (cesium carbonate), O (water). The reagents and catalysts are C1=CC=C(C=C1)P([C-]2C=CC=C2)C3=CC=CC=C3.C1=CC=C(C=C1)P([C-]2C=CC=C2)C3=CC=CC=C3.Cl[Pd]Cl.[Fe+2] ([1,1′-bis(diphenylphosphino)ferrocene]dichloropalladium(II)). Run in C(C)(=O)OCC (ethyl acetate). Conditions: temperature 110 celsius. The product is ClC1=CC=C(C2=CC=CC=C12)C1=NN2C(N=CC=C2N[C@@H]2C[C@@H]([C@@H]3[C@H]2OC(O3)(C)C)CO)=C1 ([(3aR,4R,6R,6aS)-6-{[2-(4-chloro-1-naphthyl)pyrazolo[1,5-a]pyrimidin-7-yl]amino}-2,2-dimethyltetrahydro-3aH-cyclopenta[d][1,3]dioxol-4-yl]methanol). Yield: 166.9%. Reaction SMILES: [CH3:1][C:2]1([CH3:31])[O:6][C@H:5]2[C@H:7]([NH:12][C:13]3[N:18]4[N:19]=[C:20](B5OC(C)(C)C(C)(C)O5)[CH:21]=[C:17]4[N:16]=[CH:15][CH:14]=3)[CH2:8][C@H:9]([CH2:10][OH:11])[C@H:4]2[O:3]1.[Cl:32][C:33]1[C:42]2[C:37](=[CH:38][CH:39]=[CH:40][CH:41]=2)[C:36](I)=[CH:35][CH:34]=1.ClCCl.C(=O)([O-])[O-].[Cs+].[Cs+].O>C(OCC)(=O)C.C1C=CC(P(C2C=CC=CC=2)[C-]2C=CC=C2)=CC=1.C1C=CC(P(C2C=CC=CC=2)[C-]2C=CC=C2)=CC=1.Cl[Pd]Cl.[Fe+2]>[Cl:32][C:33]1[C:42]2[C:37](=[CH:38][CH:39]=[CH:40][CH:41]=2)[C:36]([C:20]2[CH:21]=[C:17]3[N:16]=[CH:15][CH:14]=[C:13]([NH:12][C@H:7]4[C@@H:5]5[O:6][C:2]([CH3:1])([CH3:31])[O:3][C@@H:4]5[C@@H:9]([CH2:10][OH:11])[CH2:8]4)[N:18]3[N:19]=2)=[CH:35][CH:34]=1 |f:3.4.5,8.9.10.11|. Reported procedure: A microwave vial is charged with ((3aR,4R,6R,6aS)-2,2-dimethyl-6-{[2-(4,4,5,5-tetramethyl-1,3,2-dioxaborolan-2-yl)pyrazolo[1,5-a]pyrimidin-7-yl]amino}tetrahydro-3aH-cyclopenta[d][1,3]dioxol-4-yl)methanol (0.25 g, 0.58 mmol), 1-chloro-4-iodo-naphthalene (0.38 g, 1.30 mmol), [1,1′-bis(diphenylphosphino)ferrocene]dichloropalladium(II), complex with dichloromethane (1:1) (29 mg, 0.036 mmol), cesium carbonate (0.70 g, 2.2 mmol) 1,4-dioxane (4.0 mL, 50 mmol) and water (0.60 mL, 30 mmol). The reaction ... Reactants: FC(C)(F)C=1C=C(C=NC1)N=C(C1=CC=CC=C1)C1=CC=CC=C1 (5-(1,1-difluoroethyl)-N-(diphenylmethylene)pyridin-3-amine), O (water), Cl (hydrochloric acid), C1CCOC1 (THF). The solvent is CCOC(=O)C (EtOAc). Reaction conditions: time 3 hour. Product: FC(C)(F)C=1C=C(C=NC1)N (5-(1,1-difluoroethyl)pyridin-3-amine). The yield is 96.2%. Reaction SMILES: [F:1][C:2]([C:5]1[CH:6]=[C:7]([N:11]=C(C2C=CC=CC=2)C2C=CC=CC=2)[CH:8]=[N:9][CH:10]=1)([F:4])[CH3:3].O.Cl.C1COCC1>CCOC(C)=O>[F:1][C:2]([C:5]1[CH:6]=[C:7]([NH2:11])[CH:8]=[N:9][CH:10]=1)([F:4])[CH3:3]. Procedure: Add 5-(1,1-difluoroethyl)-N-(diphenylmethylene)pyridin-3-amine (296 mg, 0.92 mmol), water (1 mL) and hydrochloric acid (1N, 4 mL) to THF (10 mL), stir at room temperature for 3 hrs. TLC (PE:EtOAc=2:1) shows the reaction is complete. Extract the mixture with ethyl acetate, wash the organic layer with saturated sodium bicarbonate solution and brine sequentially, and dry over anhydrous sodium sulfate. Concentrate under reduced pressure to give the crude product. Purification by flash chromatography... Starting materials: CN1CCOCC1 (N-methylmorpholine), C1(CCCC1)Br (cyclopentyl bromide), C(C)(C)NC=1C(=NC=CC1)N1CCN(CC1)C(=O)C1=CC=C(C(=O)N2CCNCC2)C=C1 (1-[4-[1-[3-(Isopropylamino)-2-pyridyl]piperazin-4-yl-carbonyl]benzoyl]piperazine). The solvent is C(C)#N (acetonitrile). Conditions: time 20 hour. Yields the product C1(CCCC1)N1CCN(CC1)C(C1=CC=C(C=C1)C(=O)N1CCN(CC1)C1=NC=CC=C1NC(C)C)=O (4-Cyclopentyl-1-[4-[1-[3-(isopropylamino)-2-pyridyl]piperazin-4-yl-carbonyl]benzoyl]piperazine). The yield is 71.0%. RXN SMILES: [CH:1]([NH:4][C:5]1[C:6]([N:11]2[CH2:16][CH2:15][N:14]([C:17]([C:19]3[CH:32]=[CH:31][C:22]([C:23]([N:25]4[CH2:30][CH2:29][NH:28][CH2:27][CH2:26]4)=[O:24])=[CH:21][CH:20]=3)=[O:18])[CH2:13][CH2:12]2)=[N:7][CH:8]=[CH:9][CH:10]=1)([CH3:3])[CH3:2].CN1CCOCC1.[CH:40]1(Br)[CH2:44][CH2:43][CH2:42][CH2:41]1>C(#N)C>[CH:40]1([N:28]2[CH2:27][CH2:26][N:25]([C:23](=[O:24])[C:22]3[CH:21]=[CH:20][C:19]([C:17]([N:14]4[CH2:15][CH2:16][N:11]([C:6]5[C:5]([NH:4][CH:1]([CH3:3])[CH3:2])=[CH:10][CH:9]=[CH:8][N:7]=5)[CH2:12][CH2:13]4)=[O:18])=[CH:32][CH:31]=3)[CH2:30][CH2:29]2)[CH2:44][CH2:43][CH2:42][CH2:41]1. Reported procedure: 1-[4-[1-[3-(Isopropylamino)-2-pyridyl]piperazin-4-yl-carbonyl]benzoyl]piperazine (0.5 g) was dissolved in acetonitrile (25 ml) and then, N-methylmorpholine (0.17 ml) and cyclopentyl bromide (0.3 ml) were added. The solution was heated to 65~75° C. and stirred for 20 hours. The solvent was concentrated under reduced pressure and then, the residue was dissolved in chloroform (40 ml). The solution was washed with water twice and the solvent was concentrated under reduced pressure. The concentrated ...